This data is from the Open Reaction Database (ORD), a public repository of structured organic reaction records. The task is: describe an organic reaction: reactants, conditions, products, and yield RXN SMILES: [Br-:12].[Br:1][c:2]1[cH:3][cH:4][c:5]2[n:6]([cH:7]1)[c:8]([I:11])[cH:9][n:10]2.[CH3:35][CH2:36][O:37][C:38](=[O:39])[CH3:40].[CH:13]([Mg+:14])([CH3:15])[CH3:16].[O:30]1[CH2:31][CH2:32][CH2:33][CH2:34]1.[OH2:29].[c:17]1([CH3:18])[cH:19][cH:20][c:21]([S:22](=[O:23])(=[O:24])[C:26]#[N:27])[cH:25][cH:28]1>>[Br:1][c:2]1[cH:3][cH:4][c:5]2[n:6]([cH:7]1)[c:8]([C:26]#[N:27])[cH:9][n:10]2. The product is N#Cc1cnc2ccc(Br)cn12. Starting materials: [Br-], Brc1ccc2ncc(I)n2c1, CCOC(C)=O, CC(C)[Mg+], C1CCOC1, O, Cc1ccc(S(=O)(=O)C#N)cc1. Reactants: O=C(Cl)C=Cc1cccc(Cl)c1, ClCCl, c1ccc2c(c1)NCCO2, O, c1ccncc1. The product is O=C(C=Cc1cccc(Cl)c1)N1CCOc2ccccc21. RXN SMILES: [Cl:17][c:18]1[cH:19][c:20]([CH:21]=[CH:22][C:23](=[O:24])[Cl:25])[cH:26][cH:27][cH:28]1.[Cl:30][CH2:31][Cl:32].[O:7]1[CH2:8][CH2:9][NH:10][c:11]2[c:12]1[cH:13][cH:14][cH:15][cH:16]2.[OH2:29].[cH:1]1[cH:2][cH:3][n:4][cH:5][cH:6]1>>[O:7]1[CH2:8][CH2:9][N:10]([C:23]([CH:22]=[CH:21][c:20]2[cH:19][c:18]([Cl:17])[cH:28][cH:27][cH:26]2)=[O:24])[c:11]2[c:12]1[cH:13][cH:14][cH:15][cH:16]2. Starting materials: N(=O)OC(C)(C)C (Tert-butyl nitrite), FC1=CC=C(C=C1)C1(CCC1)C1NCCC2=CC=C(C=C12)OCCNS(=O)(=O)CCC (N-[2-({1-[1-(4-Fluorophenyl)cyclobutyl]-1,2,3,4-tetrahydroisoquinolin-7-yl}oxy)ethyl]propane-1-sulfonamide), N(=O)OC(C)(C)C (tert-butyl nitrite). Solvent: O1CCCC1 (tetrahydrofuran). Conditions: time 2 hour. The product is FC1=CC=C(C=C1)C1(CCC1)C1N(CCC2=CC=C(C=C12)OCCNS(=O)(=O)CCC)N=O (N-[2-({1-[1-(4-Fluorophenyl)cyclobutyl]-2-nitroso-1,2,3,4-tetrahydroisoquinolin-7-yl}oxy)ethyl]propane-1-sulfonamide). Reaction SMILES: [F:1][C:2]1[CH:7]=[CH:6][C:5]([C:8]2([CH:12]3[C:21]4[C:16](=[CH:17][CH:18]=[C:19]([O:22][CH2:23][CH2:24][NH:25][S:26]([CH2:29][CH2:30][CH3:31])(=[O:28])=[O:27])[CH:20]=4)[CH2:15][CH2:14][NH:13]3)[CH2:11][CH2:10][CH2:9]2)=[CH:4][CH:3]=1.[N:32](OC(C)(C)C)=[O:33]>O1CCCC1>[F:1][C:2]1[CH:7]=[CH:6][C:5]([C:8]2([CH:12]3[C:21]4[C:16](=[CH:17][CH:18]=[C:19]([O:22][CH2:23][CH2:24][NH:25][S:26]([CH2:29][CH2:30][CH3:31])(=[O:27])=[O:28])[CH:20]=4)[CH2:15][CH2:14][N:13]3[N:32]=[O:33])[CH2:9][CH2:10][CH2:11]2)=[CH:4][CH:3]=1. Reported procedure: N-[2-({1-[1-(4-Fluorophenyl)cyclobutyl]-1,2,3,4-tetrahydroisoquinolin-7-yl}oxy)ethyl]propane-1-sulfonamide (92 mg, 0.206 mmol, cf. example 65) was dissolved in tetrahydrofuran (1 mL) under an atmosphere of nitrogen. Tert-butyl nitrite (32 mg, 0.309 mmol) were added and the reaction mixture was stirred under reflux for 3 h. After that time additional tert-butyl nitrite (32 mg, 0.309 mmol) was added and stirring under reflux was continued for 2 h. The solvent was evaporated in vacuo and the crude ... Starting materials: COC(=O)c1cc(N)cc(C2=C(Br)CCC2)c1, OB(O)c1cc(Br)ccc1OCc1ccc(F)cc1F. Yields the product COC(=O)c1cc(N)cc(C2=C(c3cc(Br)ccc3OCc3ccc(F)cc3F)CCC2)c1. As a reaction SMILES: [CH3:1][O:2][C:3]([c:4]1[cH:5][c:6]([NH2:16])[cH:7][c:8]([C:10]2=[C:11]([Br:15])[CH2:12][CH2:13][CH2:14]2)[cH:9]1)=[O:17].[F:18][c:19]1[c:20]([CH2:21][O:22][c:23]2[c:24]([B:30]([OH:31])[OH:32])[cH:25][c:26]([Br:29])[cH:27][cH:28]2)[cH:33][cH:34][c:35]([F:37])[cH:36]1>>[CH3:1][O:2][C:3]([c:4]1[cH:5][c:6]([NH2:16])[cH:7][c:8]([C:10]2=[C:11]([c:24]3[c:23]([O:22][CH2:21][c:20]4[c:19]([F:18])[cH:36][c:35]([F:37])[cH:34][cH:33]4)[cH:28][cH:27][c:26]([Br:29])[cH:25]3)[CH2:12][CH2:13][CH2:14]2)[cH:9]1)=[O:17]. Starting materials: OS(=O)(=O)[O-].[K+] (KHSO4), Cl.C(C)(C)(C)OC(=O)NCCCC[C@@H](N)C(=O)O (N6-(tert-butoxycarbonyl)-D-lysinate hydrochloride), CN1CCOCC1 (N-methylmorpholine), CN(C)C(=[N+](C)C)ON1C2=C(C=CC=C2)N=N1.[B-](F)(F)(F)F (TBTU), FC1=CC=C(C=C1)N1[C@@H]([C@H](C1=O)SCC(=O)C1=CC=C(C=C1)F)C1=CC=C(OCC(=O)N[C@H](C(C)C)C(=O)O)C=C1 (N-{[4-((2R,3R)-1-(4-Fluorophenyl)-3-{[2-(4-fluorophenyl)-2-oxoethyl]thio}-4-oxoazetidin-2-yl)phenoxy]acetyl}-D-valine), Cl.C(C)(C)(C)OC(=O)NCCCC[C@@H](N)C(=O)OC(C)(C)C (tert-butyl N6-(tert-butoxycarbonyl)-D-lysinate hydrochloride), CN1CCOCC1 (N-methylmorpholine), CN(C)C(=[N+](C)C)ON1C2=C(C=CC=C2)N=N1.[B-](F)(F)(F)F (TBTU), [BH4-].[Na+] (sodium borohydride). The solvent is C(Cl)Cl (DCM). Conditions: time 5 minute. Product: FC1=CC=C(C=C1)N1[C@@H]([C@H](C1=O)SCC(O)C1=CC=C(C=C1)F)C1=CC=C(OCC(=O)N[C@H](C(C)C)C(=O)N[C@H](CCCCN)C(=O)O)C=C1 (N-{[4-((2R,3R)-1-(4-fluorophenyl)-3-{[2-(4-fluorophenyl)-2-hydroxyethyl]thio}-4-oxoazetidin-2-yl)phenoxy]acetyl}-D-valyl-D-lysine). As a reaction SMILES: [F:1][C:2]1[CH:7]=[CH:6][C:5]([N:8]2[C:11](=[O:12])[C@H:10]([S:13][CH2:14][C:15]([C:17]3[CH:22]=[CH:21][C:20]([F:23])=[CH:19][CH:18]=3)=[O:16])[C@H:9]2[C:24]2[CH:41]=[CH:40][C:27]([O:28][CH2:29][C:30]([NH:32][C@@H:33]([C:37]([OH:39])=O)[CH:34]([CH3:36])[CH3:35])=[O:31])=[CH:26][CH:25]=2)=[CH:4][CH:3]=1.Cl.C(OC([NH:50][CH2:51][CH2:52][CH2:53][CH2:54][C@H:55]([C:57]([O:59]C(C)(C)C)=[O:58])[NH2:56])=O)(C)(C)C.CN1CCOCC1.CN(C(ON1N=NC2C=CC=CC1=2)=[N+](C)C)C.[B-](F)(F)(F)F.Cl.C(OC(NCCCC[C@H](C(O)=O)N)=O)(C)(C)C.OS([O-])(=O)=O.[K+].[BH4-].[Na+]>C(Cl)Cl>[F:1][C:2]1[CH:3]=[CH:4][C:5]([N:8]2[C:11](=[O:12])[C@H:10]([S:13][CH2:14][CH:15]([C:17]3[CH:22]=[CH:21][C:20]([F:23])=[CH:19][CH:18]=3)[OH:16])[C@H:9]2[C:24]2[CH:25]=[CH:26][C:27]([O:28][CH2:29][C:30]([NH:32][C@@H:33]([C:37]([NH:56][C@@H:55]([C:57]([OH:59])=[O:58])[CH2:54][CH2:53][CH2:52][CH2:51][NH2:50])=[O:39])[CH:34]([CH3:36])[CH3:35])=[O:31])=[CH:40][CH:41]=2)=[CH:6][CH:7]=1 |f:1.2,4.5,6.7,8.9,10.11|. Reported procedure: N-{[4-((2R,3R)-1-(4-Fluorophenyl)-3-{[2-(4-fluorophenyl)-2-oxoethyl]thio}-4-oxoazetidin-2-yl)phenoxy]acetyl}-D-valine (14.7, 0.025 mmol), tert-butyl N6-(tert-butoxycarbonyl)-D-lysinate hydrochloride (10.3, 0.03 mmol) and N-methylmorpholine (10 μl, 91 μmol) were dissolved in DCM (1.5 ml). After 5 min, TBTU (9.8 mg, 0.03 mmol) was added and the reaction mixture was stirred overnight. Additional N6-(tert-butoxycarbonyl)-D-lysinate hydrochloride (3.4 mg, 0.01 mmol), N-methylmorpholine (5 μl, 45/μmol... The reactants are COC(=O)NC(C(=O)O)C(C)(C)C, COC(=O)NC(C(=O)N1CC2(CC2)CC1c1ncc(-c2ccc(-c3ccc4cc(-c5cnc(C6CC(C#N)CN6)[nH]5)ccc4c3)cc2)[nH]1)C(C)C, CN1CCOCC1, CCOC(C)=O, Cl, Cl, Cl, CN(C)C=O, On1nnc2ccccc21. Yields the product COC(=O)NC(C(=O)N1CC2(CC2)CC1c1ncc(-c2ccc(-c3ccc4cc(-c5cnc(C6CC(C#N)CN6C(=O)C(NC(=O)OC)C(C)(C)C)[nH]5)ccc4c3)cc2)[nH]1)C(C)C. Reaction SMILES: [CH3:1][O:2][C:3](=[O:4])[NH:5][CH:6]([C:7](=[O:8])[OH:9])[C:10]([CH3:11])([CH3:12])[CH3:13].[CH3:27][O:28][C:29]([NH:30][CH:31]([CH:32]([CH3:33])[CH3:34])[C:35](=[O:36])[N:37]1[CH2:38][C:39]2([CH2:40][CH2:41]2)[CH2:42][CH:43]1[c:44]1[nH:45][c:46](-[c:49]2[cH:50][cH:51][c:52](-[c:55]3[cH:56][c:57]4[cH:58][cH:59][c:60](-[c:65]5[nH:66][c:67]([CH:70]6[NH:71][CH2:72][CH:73]([C:75]#[N:76])[CH2:74]6)[n:68][cH:69]5)[cH:61][c:62]4[cH:63][cH:64]3)[cH:53][cH:54]2)[cH:47][n:48]1)=[O:77].[CH3:78][N:79]1[CH2:80][CH2:81][O:82][CH2:83][CH2:84]1.[CH3:90][CH2:91][O:92][C:93]([CH3:94])=[O:95].[ClH:24].[ClH:25].[ClH:26].[O:85]=[CH:86][N:87]([CH3:88])[CH3:89].[OH:14][n:15]1[c:16]2[c:17]([cH:18][cH:19][cH:20][cH:21]2)[n:22][n:23]1>>[CH3:1][O:2][C:3](=[O:4])[NH:5][CH:6]([C:7](=[O:9])[N:71]1[CH:70]([c:67]2[nH:66][c:65](-[c:60]3[cH:59][cH:58][c:57]4[cH:56][c:55](-[c:52]5[cH:51][cH:50][c:49](-[c:46]6[nH:45][c:44]([CH:43]7[N:37]([C:35]([CH:31]([NH:30][C:29]([O:28][CH3:27])=[O:77])[CH:32]([CH3:33])[CH3:34])=[O:36])[CH2:38][C:39]8([CH2:40][CH2:41]8)[CH2:42]7)[n:48][cH:47]6)[cH:54][cH:53]5)[cH:64][cH:63][c:62]4[cH:61]3)[cH:69][n:68]2)[CH2:74][CH:73]([C:75]#[N:76])[CH2:72]1)[C:10]([CH3:11])([CH3:12])[CH3:13]. Starting materials: Br, CC#N, OCc1cc(F)ccc1OCCc1ccc(C(F)(F)F)cc1, c1ccc(P(c2ccccc2)c2ccccc2)cc1. Product: [Br-], Fc1ccc(OCCc2ccc(C(F)(F)F)cc2)c(C[P+](c2ccccc2)(c2ccccc2)c2ccccc2)c1. As a reaction SMILES: [BrH:23].[CH3:43][C:44]#[N:45].[F:1][c:2]1[cH:3][cH:4][c:5]([O:10][CH2:11][CH2:12][c:13]2[cH:14][cH:15][c:16]([C:19]([F:20])([F:21])[F:22])[cH:17][cH:18]2)[c:6]([CH2:7][OH:8])[cH:9]1.[c:24]1([P:30]([c:31]2[cH:32][cH:33][cH:34][cH:35][cH:36]2)[c:37]2[cH:38][cH:39][cH:40][cH:41][cH:42]2)[cH:25][cH:26][cH:27][cH:28][cH:29]1>>[Br-:23].[F:1][c:2]1[cH:3][cH:4][c:5]([O:10][CH2:11][CH2:12][c:13]2[cH:14][cH:15][c:16]([C:19]([F:20])([F:21])[F:22])[cH:17][cH:18]2)[c:6]([CH2:7][P+:30]([c:24]2[cH:25][cH:26][cH:27][cH:28][cH:29]2)([c:31]2[cH:32][cH:33][cH:34][cH:35][cH:36]2)[c:37]2[cH:38][cH:39][cH:40][cH:41][cH:42]2)[cH:9]1. Reactants: ( 1.0 ), Br[C@@H]1C=C[C@@H](C1)Br (cis-1,4-dibromocyclopent-2-ene), C(C)(=O)[O-].[K+] (potassium acetate), C(Cl)(Cl)(Cl)Cl (carbon tetrachloride), O (water), CCOCC (ether). Reagents/catalysts: [Cl-].C(CCCCCCCCCCCCCCC)[N+](C)(C)C (cetyltrimethylammonium chloride). Product: C(C)(=O)O[C@@H]1C=C[C@@H](C1)OC(C)=O (cis-1,4-diacetoxycyclopent-2-ene). The yield is 77.0%. As a reaction SMILES: Br[C@H:2]1[CH2:6][C@@H:5](Br)[CH:4]=[CH:3]1.[C:8]([O-:11])(=[O:10])[CH3:9].[K+].C(Cl)(Cl)(Cl)Cl.[OH2:18].CC[O:21][CH2:22][CH3:23]>[Cl-].C([N+](C)(C)C)CCCCCCCCCCCCCCC>[C:8]([O:11][C@H:2]1[CH2:6][C@@H:5]([O:21][C:22](=[O:18])[CH3:23])[CH:4]=[CH:3]1)(=[O:10])[CH3:9] |f:1.2,6.7|. Procedure: One (1.0) g of cis-1,4-dibromocyclopent-2-ene, 3.5 g of potassium acetate, 0.7 g of cetyltrimethylammonium chloride, 5 ml of carbon tetrachloride, and 2 ml of water were used in the manner similar to the Example 1, at 42° C. for 6 hours. After addition of 30 ml of ether, the organic phase was dried over sodium sulfate, and the organic solvent was distilled off under a reduced pressure similarly to Example 1. Further subjecting the residual system to a reduced pressure distillation, 0.7 g of cis-... The reactants are ClC=1C=C(CNC(NC=2SC=C(N2)C(=O)N(C)OC)=O)C=CC1Cl (2-(3-(3,4-dichlorobenzyl)ureido)-N-methoxy-N-methylthiazole-4-carboxamide), [H-].[Al+3].[Li+].[H-].[H-].[H-] (lithium aluminum hydride). The solvent is O1CCCC1 (tetrahydrofuran), O1CCCC1 (tetrahydrofuran). Run at time 2 hour. Yields the product ClC=1C=C(CNC(=O)NC=2SC=C(N2)C=O)C=CC1Cl (1-(3,4-dichlorobenzyl)-3-(4-formylthiazol-2-yl)urea). Reaction SMILES: [Cl:1][C:2]1[CH:3]=[C:4]([CH:21]=[CH:22][C:23]=1[Cl:24])[CH2:5][NH:6][C:7](=[O:20])[NH:8][C:9]1[S:10][CH:11]=[C:12]([C:14](N(OC)C)=[O:15])[N:13]=1.[H-].[Al+3].[Li+].[H-].[H-].[H-]>O1CCCC1>[Cl:1][C:2]1[CH:3]=[C:4]([CH:21]=[CH:22][C:23]=1[Cl:24])[CH2:5][NH:6][C:7]([NH:8][C:9]1[S:10][CH:11]=[C:12]([CH:14]=[O:15])[N:13]=1)=[O:20] |f:1.2.3.4.5.6|. Procedure details: 1.0 g of 2-(3-(3,4-dichlorobenzyl)ureido)-N-methoxy-N-methylthiazole-4-carboxamide was dissolved in 20 ml dry tetrahydrofuran and cooled to −78 C. 1.10 eq. of 1 N lithium aluminum hydride in tetrahydrofuran was added slowly. The reaction was stirred at 0 C for 2 hours. The reaction was cooled to −78 C again and quenched with 1 N HCl and extracted with EtOAc three times. The organic was combined, dried over sodium sulfate and concentrated. The residue was purified by column chromatography using 0... Reactants: CC[Si](CC)(CC)OC1CCC(O)CC1, CCOC(C)=O, O=S(=O)([O-])c1ccccc1I, [Na+], [Na+], [Na+], O=S(=O)([O-])[O-]. Product: CC[Si](CC)(CC)OC1CCC(=O)CC1. RXN SMILES: [CH2:20]([CH3:21])[Si:22]([O:23][CH:24]1[CH2:25][CH2:26][CH:27]([OH:30])[CH2:28][CH2:29]1)([CH2:31][CH3:32])[CH2:33][CH3:34].[CH3:35][CH2:36][O:37][C:38](=[O:39])[CH3:40].[I:1][c:2]1[cH:3][cH:4][cH:5][cH:6][c:7]1[S:8]([O-:9])(=[O:10])=[O:11].[Na+:12].[Na+:13].[Na+:14].[O-:15][S:16](=[O:17])(=[O:18])[O-:19]>>[CH2:20]([CH3:21])[Si:22]([O:23][CH:24]1[CH2:25][CH2:26][C:27](=[O:30])[CH2:28][CH2:29]1)([CH2:31][CH3:32])[CH2:33][CH3:34].